This data is from the Open Reaction Database (ORD), a public repository of structured organic reaction records. The task is: describe an organic reaction: reactants, conditions, products, and yield The reactants are [H-].[Al+3].[Li+].[H-].[H-].[H-] (lithium aluminum hydride), [Si](C)(C)(C(C)(C)C)OCCCCC1=CC=C(C=C1)CC(=O)O (4-(4-tert-butyldimethylsilyloxybutyl)phenylacetic acid), O (water), [OH-].[Na+] (NaOH), O (water). The solvent is CCOCC (ether), CCOCC (ether). Run at time 30 minute. The product is OCCC1=CC=C(C=C1)CCCCO[Si](C)(C)C(C)(C)C (2-hydroxyethyl-4-(4-tert-butyldimethylsilyloxybutyl) benzene). As a reaction SMILES: [Si:1]([O:8][CH2:9][CH2:10][CH2:11][CH2:12][C:13]1[CH:18]=[CH:17][C:16]([CH2:19][C:20](O)=[O:21])=[CH:15][CH:14]=1)([C:4]([CH3:7])([CH3:6])[CH3:5])([CH3:3])[CH3:2].[H-].[Al+3].[Li+].[H-].[H-].[H-].O.[OH-].[Na+]>CCOCC>[OH:21][CH2:20][CH2:19][C:16]1[CH:17]=[CH:18][C:13]([CH2:12][CH2:11][CH2:10][CH2:9][O:8][Si:1]([C:4]([CH3:7])([CH3:6])[CH3:5])([CH3:3])[CH3:2])=[CH:14][CH:15]=1 |f:1.2.3.4.5.6,8.9|. Procedure: 4-(4-tert-butyldimethylsilyloxybutyl)phenylacetic acid (0.25 g, 0.775 mmol) dissolved in dry ether is added dropwise to a suspension of lithium aluminum hydride in ether (44.2 mg, 1.16 mmol). The reaction mixture is stirred for 5 hours after which water (45 μl), NaOH (15% solution, 45 μl) and water (135 μl) are successively added and the reaction mixture is stirred for a further 30 minutes. The resulting precipitate is filtered and washed with ether. The ether filtrate is then washed with water ... Reactants: FC1=CC=C(CN2C(CN(CC2=O)C(=O)OCC2=CC=CC=C2)CC(=O)OCC)C=C1 (ethyl [1-(4-fluorobenzyl)-4-(benzyloxycarbonyl)-6-oxo-piperazin-2-yl]acetate), [OH-].[Na+] (sodium hydroxide), Cl (hydrochloric acid). RXN SMILES: [F:1][C:2]1[CH:31]=[CH:30][C:5]([CH2:6][N:7]2[C:12](=[O:13])[CH2:11][N:10]([C:14]([O:16][CH2:17][C:18]3[CH:23]=[CH:22][CH:21]=[CH:20][CH:19]=3)=[O:15])[CH2:9][CH:8]2[CH2:24][C:25]([O:27]CC)=[O:26])=[CH:4][CH:3]=1.[OH-].[Na+].Cl>O1CCCC1>[F:1][C:2]1[CH:3]=[CH:4][C:5]([CH2:6][N:7]2[C:12](=[O:13])[CH2:11][N:10]([C:14]([O:16][CH2:17][C:18]3[CH:23]=[CH:22][CH:21]=[CH:20][CH:19]=3)=[O:15])[CH2:9][CH:8]2[CH2:24][C:25]([OH:27])=[O:26])=[CH:30][CH:31]=1 |f:1.2|. Procedure details: To a solution of ethyl [1-(4-fluorobenzyl)-4-(benzyloxycarbonyl)-6-oxo-piperazin-2-yl]acetate (0.5 g, 1.2 mmol) in tetrahydrofuran (2.3 mL) was added 1N sodium hydroxide (2.3 mL, 2.3 mmol). After 2 h, 1N hydrochloric acid (3 mL) was added. The reaction mixture was partitioned between dichloromethane and brine. The organic phase was dried over sodium sulfate, filtered and concentrated to give the title compound. 1H NMR (400 MHz, CDCl3) δ 7.23-7.38 (m, 7H), 7.01 (t, J=8.6 Hz, 2H), 5.12-5.20 (m, 3H... Reaction conditions: time 2 hour. The product is FC1=CC=C(CN2C(CN(CC2=O)C(=O)OCC2=CC=CC=C2)CC(=O)O)C=C1 ([1-(4-Fluorobenzyl)-4-(benzyloxycarbonyl)-6-oxo-piperazin-2-yl]acetic acid). The solvent is O1CCCC1 (tetrahydrofuran). Starting materials: O=C(CC(=O)NCC(=O)OC(C)(C)C)C (t-butyl 2-[N-(3-oxobutanoyl)-amino]acetate), [N+](=O)([O-])C=1C=C(C=O)C=CC1 (3-nitrobenzaldehyde), C(C)(=O)O.N1CCCCC1 (piperidine acetate). The solvent is C(C)(C)O (isopropyl alcohol). Run at time 15 hour. The product is [N+](=O)([O-])C=1C=C(C=C(C(=O)NCC(=O)OC(C)(C)C)C(C)=O)C=CC1 (t-butyl 2-[N-[2-(3-nitrobenzylidene)-3-oxobutanoyl]amino]acetate). RXN SMILES: [O:1]=[C:2]([CH3:15])[CH2:3][C:4]([NH:6][CH2:7][C:8]([O:10][C:11]([CH3:14])([CH3:13])[CH3:12])=[O:9])=[O:5].[N+:16]([C:19]1[CH:20]=[C:21]([CH:24]=[CH:25][CH:26]=1)[CH:22]=O)([O-:18])=[O:17].C(O)(=O)C.N1CCCCC1>C(O)(C)C>[N+:16]([C:19]1[CH:20]=[C:21]([CH:24]=[CH:25][CH:26]=1)[CH:22]=[C:3]([C:2](=[O:1])[CH3:15])[C:4]([NH:6][CH2:7][C:8]([O:10][C:11]([CH3:14])([CH3:13])[CH3:12])=[O:9])=[O:5])([O-:18])=[O:17] |f:2.3|. Procedure: 9.821 g (45.6 mmol) of t-butyl 2-[N-(3-oxobutanoyl)-amino]acetate and 6.891 g (45.6 mmol) of 3-nitrobenzaldehyde were suspended in 50 ml of isopropyl alcohol. With addition of 0.331 g (2.28 mmol) of piperidine acetate, the mixture was stirred for 15 hours. The above mixture was ice-cooled for one hour and the precipitated crystals were separated by filtration. The thus obtained crystals were washed with cooled isopropyl alcohol and dried under reduced pressure. The thus obtained crystals were re... The reactants are C(C1=CC=CC=C1)(C1=CC=CC=C1)N1CCN(CC1)CCOC(=O)C=1C(C(=C(NC1C)O)C(=O)OC)C1=CC(=CC=C1)[N+](=O)[O-] (5-[2-(4-Benzhydrylpiperazin-1-yl)ethyl]oxycarbonyl-2-hydroxy-3-methoxycarbonyl-6-methyl-4-(3-nitrophenyl)-1,4-dihydropyridine), P(=O)(Cl)(Cl)Cl (phosphorus oxychloride). The product is C(C1=CC=CC=C1)(C1=CC=CC=C1)N1CCN(CC1)CCOC(=O)C=1C(C(=C(NC1C)Cl)C(=O)OC)C1=CC(=CC=C1)[N+](=O)[O-] (5-[2-(4-Benzhydrylpiperazin-1-yl)ethyl]oxycarbonyl-2-chloro-3-methoxycarbonyl-6-methyl-4-(3-nitrophenyl)-1,4-dihydropyridine). The yield is 57.2%. RXN SMILES: [CH:1]([N:14]1[CH2:19][CH2:18][N:17]([CH2:20][CH2:21][O:22][C:23]([C:25]2[CH:26]([C:37]3[CH:42]=[CH:41][CH:40]=[C:39]([N+:43]([O-:45])=[O:44])[CH:38]=3)[C:27]([C:33]([O:35][CH3:36])=[O:34])=[C:28](O)[NH:29][C:30]=2[CH3:31])=[O:24])[CH2:16][CH2:15]1)([C:8]1[CH:13]=[CH:12][CH:11]=[CH:10][CH:9]=1)[C:2]1[CH:7]=[CH:6][CH:5]=[CH:4][CH:3]=1.P(Cl)(Cl)([Cl:48])=O>>[CH:1]([N:14]1[CH2:19][CH2:18][N:17]([CH2:20][CH2:21][O:22][C:23]([C:25]2[CH:26]([C:37]3[CH:42]=[CH:41][CH:40]=[C:39]([N+:43]([O-:45])=[O:44])[CH:38]=3)[C:27]([C:33]([O:35][CH3:36])=[O:34])=[C:28]([Cl:48])[NH:29][C:30]=2[CH3:31])=[O:24])[CH2:16][CH2:15]1)([C:8]1[CH:13]=[CH:12][CH:11]=[CH:10][CH:9]=1)[C:2]1[CH:7]=[CH:6][CH:5]=[CH:4][CH:3]=1. Procedure: 5-[2-(4-Benzhydrylpiperazin-1-yl)ethyl]oxycarbonyl-2-hydroxy-3-methoxycarbonyl-6-methyl-4-(3-nitrophenyl)-1,4-dihydropyridine (390 mg) was dissolved in phosphorus oxychloride (5 ml) and the mixture was heated under reflux for 3 hours and 10 minutes. After excess phosphorus oxychloride had been distilled off under reduced pressure, the reaction mixture was diluted with saturated potassium carbonate and subjected to extraction with chloroform. The extract was distilled off and the residue was subj... The reactants are O=C([O-])O, CS(=O)(=O)Cl, CN(C)c1ccncc1, CCN(C(C)C)C(C)C, ClCCl, [Na+], OCCC#Cc1cnc2ccccc2c1, c1ccc(N2CCNCC2)nc1. The product is C(#Cc1cnc2ccccc2c1)CCN1CCN(c2ccccn2)CC1. Reaction SMILES: [C:42](=[O:43])([OH:44])[O-:45].[CH3:25][S:26](=[O:27])(=[O:28])[Cl:29].[CH3:47][N:48]([CH3:49])[c:50]1[cH:51][cH:52][n:53][cH:54][cH:55]1.[CH:16]([N:17]([CH2:18][CH3:19])[CH:20]([CH3:21])[CH3:22])([CH3:23])[CH3:24].[Cl:56][CH2:57][Cl:58].[Na+:46].[n:1]1[cH:2][c:3]([C:11]#[C:12][CH2:13][CH2:14][OH:15])[cH:4][c:5]2[cH:6][cH:7][cH:8][cH:9][c:10]12.[n:30]1[c:31]([N:36]2[CH2:37][CH2:38][NH:39][CH2:40][CH2:41]2)[cH:32][cH:33][cH:34][cH:35]1>>[n:1]1[cH:2][c:3]([C:11]#[C:12][CH2:13][CH2:14][N:39]2[CH2:38][CH2:37][N:36]([c:31]3[n:30][cH:35][cH:34][cH:33][cH:32]3)[CH2:41][CH2:40]2)[cH:4][c:5]2[cH:6][cH:7][cH:8][cH:9][c:10]12. The reactants are c1ccc2ncc(C3CCNCC3)cc2c1, ClCCCOc1cccc2[nH]ccc12. Yields the product c1ccc2ncc(C3CCN(CCCOc4cccc5[nH]ccc45)CC3)cc2c1. Reaction SMILES: [n:15]1[cH:16][c:17]([CH:25]2[CH2:26][CH2:27][NH:28][CH2:29][CH2:30]2)[cH:18][c:19]2[cH:20][cH:21][cH:22][cH:23][c:24]12.[nH:1]1[cH:2][cH:3][c:4]2[c:5]([O:10][CH2:11][CH2:12][CH2:13][Cl:14])[cH:6][cH:7][cH:8][c:9]12>>[nH:1]1[cH:2][cH:3][c:4]2[c:5]([O:10][CH2:11][CH2:12][CH2:13][N:28]3[CH2:27][CH2:26][CH:25]([c:17]4[cH:16][n:15][c:24]5[c:19]([cH:18]4)[cH:20][cH:21][cH:22][cH:23]5)[CH2:30][CH2:29]3)[cH:6][cH:7][cH:8][c:9]12. Yield: 95.0%. The reactants are C(CCC)OC=1C=C(C(=O)O)C=CC1[N+](=O)[O-] (3-butoxy-4-nitrobenzoic acid), OS(=O)(=O)O (H2SO4), CO (methanol). Procedure: To a solution of 3-butoxy-4-nitrobenzoic acid (City Chemicals) (2.5 g, 10.5 mmol) in methanol (10 mL) were added concentrated H2SO4 (1 g, 10.5 mmol). The reaction mixture was heated at reluxing for 2 h. The mixture was concentrated. The residue was partitioned between ethyl acetate and water. The organic layer was separated, and aqueous layer was extracted with ethyl acetate twice. The combined organic extract was washed with water, aqueous saturated NaHCO3 solution, brine, dried over MgSO4, and... Run at time 2 hour. As a reaction SMILES: [CH2:1]([O:5][C:6]1[CH:7]=[C:8]([CH:12]=[CH:13][C:14]=1[N+:15]([O-:17])=[O:16])[C:9]([OH:11])=[O:10])[CH2:2][CH2:3][CH3:4].OS(O)(=O)=O.[CH3:23]O>>[CH2:1]([O:5][C:6]1[CH:7]=[C:8]([CH:12]=[CH:13][C:14]=1[N+:15]([O-:17])=[O:16])[C:9]([O:11][CH3:23])=[O:10])[CH2:2][CH2:3][CH3:4]. The product is C(CCC)OC=1C=C(C(=O)OC)C=CC1[N+](=O)[O-] (methyl 3-butoxy-4-nitrobenzoate).